Dataset: the Open Reaction Database (ORD), a public repository of structured organic reaction records. Task: describe an organic reaction: reactants, conditions, products, and yield Reactants: CC(=O)Oc1cccc(-c2cn3ccc(NC(=O)c4c(C(=O)N5CCC5)cnn4C)nc3n2)c1, CO, ClCCl, [Na+], O=C([O-])O, O. The product is Cn1ncc(C(=O)N2CCC2)c1C(=O)Nc1ccn2cc(-c3cccc(O)c3)nc2n1. As a reaction SMILES: [C:1](=[O:2])([CH3:3])[O:4][c:5]1[cH:6][c:7](-[c:11]2[n:12][c:13]3[n:14]([cH:15][cH:16][c:17]([NH:19][C:20](=[O:21])[c:22]4[c:23]([C:28](=[O:29])[N:30]5[CH2:31][CH2:32][CH2:33]5)[cH:24][n:25][n:26]4[CH3:27])[n:18]3)[cH:34]2)[cH:8][cH:9][cH:10]1.[CH3:35][OH:36].[Cl:37][CH2:38][Cl:39].[Na+:44].[O-:40][C:41]([OH:42])=[O:43].[OH2:45]>>[OH:4][c:5]1[cH:6][c:7](-[c:11]2[n:12][c:13]3[n:14]([cH:15][cH:16][c:17]([NH:19][C:20](=[O:21])[c:22]4[c:23]([C:28](=[O:29])[N:30]5[CH2:31][CH2:32][CH2:33]5)[cH:24][n:25][n:26]4[CH3:27])[n:18]3)[cH:34]2)[cH:8][cH:9][cH:10]1. The reactants are CCO, Cl, Cl, NO, [Na+], [OH-], O, O=Cc1ccc2cnccc2c1. Product: ON=Cc1ccc2cnccc2c1. As a reaction SMILES: [CH3:19][CH2:20][OH:21].[ClH:13].[ClH:18].[NH2:14][OH:15].[Na+:17].[OH-:16].[OH2:22].[cH:1]1[n:2][cH:3][cH:4][c:5]2[cH:6][c:7]([CH:11]=[O:12])[cH:8][cH:9][c:10]12>>[cH:1]1[n:2][cH:3][cH:4][c:5]2[cH:6][c:7]([CH:11]=[N:14][OH:15])[cH:8][cH:9][c:10]12.